Dataset: the Open Reaction Database (ORD), a public repository of structured organic reaction records. Task: describe an organic reaction: reactants, conditions, products, and yield The reactants are Cc1nc2ccc(C(=O)O)cc2n1Cc1ccccc1Cl, CN(C)C=O, NS(=O)(=O)c1ccc([N+](=O)[O-])cc1. The product is Cc1nc2ccc(C(=O)NS(=O)(=O)c3ccc([N+](=O)[O-])cc3)cc2n1Cc1ccccc1Cl. Reaction SMILES: [C:1](=[O:2])([OH:3])[c:4]1[cH:5][cH:6][c:7]2[c:8]([n:9]([CH2:13][c:14]3[c:15]([Cl:20])[cH:16][cH:17][cH:18][cH:19]3)[c:10]([CH3:12])[n:11]2)[cH:21]1.[CH3:35][N:36]([CH3:37])[CH:38]=[O:39].[N+:22](=[O:23])([O-:24])[c:25]1[cH:26][cH:27][c:28]([S:31](=[O:32])(=[O:33])[NH2:34])[cH:29][cH:30]1>>[C:1](=[O:3])([c:4]1[cH:5][cH:6][c:7]2[c:8]([n:9]([CH2:13][c:14]3[c:15]([Cl:20])[cH:16][cH:17][cH:18][cH:19]3)[c:10]([CH3:12])[n:11]2)[cH:21]1)[NH:34][S:31]([c:28]1[cH:27][cH:26][c:25]([N+:22](=[O:23])[O-:24])[cH:30][cH:29]1)(=[O:32])=[O:33]. Starting materials: C(CCCCCCC)OC=1C=NC(=NC1)C1=CC=C(C=C1)\C=C\CCCC(C)O ((-)-5-octyloxy-2-{4-(6-hydroxy-1-trans-heptenyl)-phenyl}-pyrimidine), C(C)I (ethyl iodide). Reagents/catalysts: [Ag]=O (silver oxide). Run in C(Cl)(Cl)Cl (CHCl3). The product is C(CCCCCCC)OC=1C=NC(=NC1)C1=CC=C(C=C1)\C=C\CCCC(C)OCC ((-)-5-octyloxy-2-{4-(6-ethoxy-1-trans-heptenyl)-phenyl}-pyrimidine). Isolated yield 43.0%. As a reaction SMILES: [CH2:1]([O:9][C:10]1[CH:11]=[N:12][C:13]([C:16]2[CH:21]=[CH:20][C:19](/[CH:22]=[CH:23]/[CH2:24][CH2:25][CH2:26][CH:27]([OH:29])[CH3:28])=[CH:18][CH:17]=2)=[N:14][CH:15]=1)[CH2:2][CH2:3][CH2:4][CH2:5][CH2:6][CH2:7][CH3:8].[CH2:30](I)[CH3:31]>[Ag]=O.C(Cl)(Cl)Cl>[CH2:1]([O:9][C:10]1[CH:15]=[N:14][C:13]([C:16]2[CH:17]=[CH:18][C:19](/[CH:22]=[CH:23]/[CH2:24][CH2:25][CH2:26][CH:27]([O:29][CH2:30][CH3:31])[CH3:28])=[CH:20][CH:21]=2)=[N:12][CH:11]=1)[CH2:2][CH2:3][CH2:4][CH2:5][CH2:6][CH2:7][CH3:8]. Procedure: At room temperature, 1.6 g (4 mmol) of the (-)-5-octyloxy-2-{4-(6-hydroxy-1-trans-heptenyl)-phenyl}-pyrimidine obtained in Example 9, 20 ml of ethyl iodide and 2.8 g (12 mmol) of silver oxide were stirred for 60 hours, washed successively with 1 N hydrochloric acid and saturated aqueous solution of sodium chloride, and dried over anhydrous magnesium sulfate. The reaction mixture thus obtained was concentrated under reduced pressure, and the residue was purified by silica gel column chromatograph... Starting materials: C(O)([O-])=O.[Na+] (sodium hydrogencarbonate), S(=O)([O-])[O-].[Na+].[Na+] (sodium sulfite), C([O-])([O-])=O.[K+].[K+] (Potassium carbonate), OC1=CC=NC2=CC=CC=C12 (4-hydroxy quinoline), II (Iodine). Run in O (water), CN(C)C=O (DMF). Product: IC=1C=NC2=CC=CC=C2C1O (3-iodoquinolin-4-ol). Yield: 96.4%. RXN SMILES: C(=O)([O-])[O-].[K+].[K+].[OH:7][C:8]1[C:17]2[C:12](=[CH:13][CH:14]=[CH:15][CH:16]=2)[N:11]=[CH:10][CH:9]=1.[I:18]I.C(=O)([O-])O.[Na+].S([O-])([O-])=O.[Na+].[Na+]>O.CN(C=O)C>[I:18][C:9]1[CH:10]=[N:11][C:12]2[C:17]([C:8]=1[OH:7])=[CH:16][CH:15]=[CH:14][CH:13]=2 |f:0.1.2,5.6,7.8.9|. Procedure: Potassium carbonate(5.2 g) was added to a DMF solution(50 ml) of 4-hydroxy quinoline(5.0 g) and the mixture was stirred. Iodine (9.6 g) was added to the mixture, followed by stirring at room temperature for 3 hours. A saturated sodium hydrogencarbonate aqueous solution (73 ml) of 25% sodium sulfite, and water(50 ml) were added to the reaction mixture. The mixture was stirred and the precipitated insoluble matter was separated. The filtrate was washed with water and dried to give the title compou... Starting materials: Cc1cn[nH]c1C(=O)O, CC1(c2cc(N)ccc2F)N=C(N)OCC1(F)F. Product: Cc1cn[nH]c1C(=O)Nc1ccc(F)c(C2(C)N=C(N)OCC2(F)F)c1. Reaction SMILES: [CH3:19][c:20]1[c:21]([C:25](=[O:26])[OH:27])[nH:22][n:23][cH:24]1.[NH2:1][c:2]1[cH:3][cH:4][c:5]([F:18])[c:6]([C:8]2([CH3:17])[N:9]=[C:10]([NH2:16])[O:11][CH2:12][C:13]2([F:14])[F:15])[cH:7]1>>[NH:1]([c:2]1[cH:3][cH:4][c:5]([F:18])[c:6]([C:8]2([CH3:17])[N:9]=[C:10]([NH2:16])[O:11][CH2:12][C:13]2([F:14])[F:15])[cH:7]1)[C:25]([c:21]1[c:20]([CH3:19])[cH:24][n:23][nH:22]1)=[O:26]. Reactants: O=C(n1ccnc1)n1ccnc1, CC(=O)O, O=C(O)COc1cc2c(c(Cl)c1Cl)C1=CC(=O)CCC1(CCO)C2, C1CCOC1. Product: CC(=O)OCCC12CCC(=O)C=C1c1c(cc(OCC(=O)O)c(Cl)c1Cl)C2. Reaction SMILES: [C:5]([n:6]1[cH:7][cH:8][n:9][cH:10]1)([n:11]1[cH:12][cH:13][n:14][cH:15]1)=[O:16].[CH3:1][C:2]([OH:3])=[O:4].[Cl:17][c:18]1[c:19]2[c:27]([cH:28][c:29]([O:32][CH2:33][C:34](=[O:35])[OH:36])[c:30]1[Cl:31])[CH2:26][C:25]1([CH2:37][CH2:38][OH:39])[C:20]2=[CH:21][C:22](=[O:40])[CH2:23][CH2:24]1.[O:41]1[CH2:42][CH2:43][CH2:44][CH2:45]1>>[CH3:1][C:2]([O:3][CH2:38][CH2:37][C:25]12[C:20](=[CH:21][C:22](=[O:40])[CH2:23][CH2:24]1)[c:19]1[c:18]([Cl:17])[c:30]([Cl:31])[c:29]([O:32][CH2:33][C:34](=[O:35])[OH:36])[cH:28][c:27]1[CH2:26]2)=[O:4]. The reactants are CC1(C(NC(C(C1C1=CC(=CC=C1)[N+](=O)[O-])(C(=O)[O-])CCCBr)C)C)C(=O)[O-] ((-)-3-methyl-5-(3-bromopropyl)-1,4-dihydro-2,6-dimethyl-4-(3-nitrophenyl)-pyridine-3,5-dicarboxylate), Cl.C1(=CC=CC=C1)C1(CCNCC1)C1=CC=CC=C1 (4,4-diphenylpiperidine hydrochloride), C([O-])([O-])=O.[K+].[K+] (potassium carbonate), C(C)(=O)OCC (ethyl acetate). Run in O (water), CN(C=O)C (dimethyl formamide). Run at time 16 hour. Yields the product Cl.CC1(C(NC(C(C1C1=CC(=CC=C1)[N+](=O)[O-])(C(=O)O)CCCN1CCC(CC1)(C1=CC=CC=C1)C1=CC=CC=C1)C)C)C(=O)O ((-)-3-Methyl-5-[3-(4,4-diphenyl-1-piperidinyl)-propyl]-1,4-dihydro-2,6-dimethyl-4-(3-nitrophenyl)-pyridine-3,5-dicarboxylate hydrochloride). The yield is 81.7%. As a reaction SMILES: [CH3:1][C:2]1([C:26]([O-:28])=[O:27])[CH:7]([C:8]2[CH:13]=[CH:12][CH:11]=[C:10]([N+:14]([O-:16])=[O:15])[CH:9]=2)[C:6]([CH2:20][CH2:21][CH2:22]Br)([C:17]([O-:19])=[O:18])[CH:5]([CH3:24])[NH:4][CH:3]1[CH3:25].[ClH:29].[C:30]1([C:36]2([C:42]3[CH:47]=[CH:46][CH:45]=[CH:44][CH:43]=3)[CH2:41][CH2:40][NH:39][CH2:38][CH2:37]2)[CH:35]=[CH:34][CH:33]=[CH:32][CH:31]=1.C(=O)([O-])[O-].[K+].[K+].C(OCC)(=O)C>CN(C)C=O.O>[ClH:29].[CH3:1][C:2]1([C:26]([OH:28])=[O:27])[CH:7]([C:8]2[CH:13]=[CH:12][CH:11]=[C:10]([N+:14]([O-:16])=[O:15])[CH:9]=2)[C:6]([CH2:20][CH2:21][CH2:22][N:39]2[CH2:40][CH2:41][C:36]([C:30]3[CH:35]=[CH:34][CH:33]=[CH:32][CH:31]=3)([C:42]3[CH:47]=[CH:46][CH:45]=[CH:44][CH:43]=3)[CH2:37][CH2:38]2)([C:17]([OH:19])=[O:18])[CH:5]([CH3:24])[NH:4][CH:3]1[CH3:25] |f:1.2,3.4.5,9.10|. Reported procedure: A mixture of 86.6 g of (-)-3-methyl-5-(3-bromopropyl)-1,4-dihydro-2,6-dimethyl-4-(3-nitrophenyl)-pyridine-3,5-dicarboxylate, 50 g of 4,4-diphenylpiperidine hydrochloride and 69 g of finely powdered potassium carbonate is heated for 5 h in 300 ml of dimethyl formamide to 100° C. under a nitrogen atmosphere and with vigorous sti rring. After cooling, 500 ml of ethyl acetate and 1 l of water are added with vigorous stirring. The phases are separated; the organic phase is washed four times with wate...